Dataset: the Open Reaction Database (ORD), a public repository of structured organic reaction records. Task: describe an organic reaction: reactants, conditions, products, and yield The reactants are ClC1=C2N=CN(C2=NC(=N1)NC=O)OCCOCP(=O)(OCC)OCC (6-chloro-9-[2-(diethoxyphosphorylmethoxy)ethoxy]-2-formamidopurine), C[O-].[Na+] (sodium methoxide), C(C)(=O)O (acetic acid). Solvent: CO (methanol). Run at temperature 50 celsius. Yields the product NC1=NC(=C2NC=NC2=N1)OC (2-amino-6-methoxypurine). Reaction SMILES: Cl[C:2]1[N:10]=[C:9]([NH:11]C=O)[N:8]=[C:7]2[C:3]=1[N:4]=[CH:5][N:6]2OCCOCP(OCC)(OCC)=O.C[O-].[Na+].[C:30](O)(=[O:32])C>CO>[NH2:11][C:9]1[N:8]=[C:7]2[C:3]([NH:4][CH:5]=[N:6]2)=[C:2]([O:32][CH3:30])[N:10]=1 |f:1.2|. Procedure: To a solution of 6-chloro-9-[2-(diethoxyphosphorylmethoxy)ethoxy]-2-formamidopurine (0.25 g, 0.61 mmol) in methanol (5 ml), was added sodium methoxide solution (30 wt % in methanol; 0.5 ml, 2.62 mmol). The mixture was stirred and heated at 50° C. for 4 hours. After cooling to ambient temperature, 80% aqueous acetic acid (0.5 ml) was added to give a solution of pH6. The solution was evaporated to dryness and the residue partitioned between dichloromethane (10 ml) and aqueous sodium bicarbonate so... The reactants are BrC=1C(=NC=C(C(=O)NC2=CC=C(C=C2)OC(F)(F)F)C1)N1C[C@H](CC1)CO ((S)-5-bromo-6-(3-(hydroxymethyl)pyrrolidin-1-yl)-N-(4-(trifluoromethoxy)phenyl)nicotinamide), ClC1=NC=C(C=C1F)B1OC(C(O1)(C)C)(C)C (2-chloro-3-fluoro-5-(4,4,5,5-tetramethyl-1,3,2-dioxaborolan-2-yl)pyridine). The product is ClC1=C(C=C(C=N1)C=1C(=NC=C(C1)C(=O)NC1=CC=C(C=C1)OC(F)(F)F)N1C[C@H](CC1)CO)F ((S)-6′-Chloro-5′-fluoro-2-(3-(hydroxymethyl)pyrrolidin-1-yl)-N-(4-(trifluoromethoxy)phenyl)-[3,3′-bipyridine]-5-carboxamide). As a reaction SMILES: Br[C:2]1[C:3]([N:22]2[CH2:26][CH2:25][C@H:24]([CH2:27][OH:28])[CH2:23]2)=[N:4][CH:5]=[C:6]([CH:21]=1)[C:7]([NH:9][C:10]1[CH:15]=[CH:14][C:13]([O:16][C:17]([F:20])([F:19])[F:18])=[CH:12][CH:11]=1)=[O:8].[Cl:29][C:30]1[C:35]([F:36])=[CH:34][C:33](B2OC(C)(C)C(C)(C)O2)=[CH:32][N:31]=1>>[Cl:29][C:30]1[N:31]=[CH:32][C:33]([C:2]2[C:3]([N:22]3[CH2:26][CH2:25][C@H:24]([CH2:27][OH:28])[CH2:23]3)=[N:4][CH:5]=[C:6]([C:7]([NH:9][C:10]3[CH:11]=[CH:12][C:13]([O:16][C:17]([F:18])([F:19])[F:20])=[CH:14][CH:15]=3)=[O:8])[CH:21]=2)=[CH:34][C:35]=1[F:36]. Procedure: The title compound was prepared in an analogous fashion to that described in Example 53 using (S)-5-bromo-6-(3-(hydroxymethyl)pyrrolidin-1-yl)-N-(4-(trifluoromethoxy)phenyl)nicotinamide (Stage 78.1) and 2-chloro-3-fluoro-5-(4,4,5,5-tetramethyl-1,3,2-dioxaborolan-2-yl)pyridine to afford an off-white solid. HPLC (Condition 4) tR=5.69 min, UPLC-MS (Condition 7) m/z=511.1 [M+H]+; 1H-NMR (400 MHz, DMSO-d6) δ ppm 1.48-1.65 (m, 1H) 1.84 (m, J=5.90 Hz, 1H) 2.15-2.28 (m, 1H) 2.98 (dd, J=10.95, 7.04 Hz, 1... Starting materials: O=C1c2ccccc2C(=O)N1CCCCCN1CCCC1, NN. Product: NCCCCCN1CCCC1. As a reaction SMILES: [N:1]1([CH2:6][CH2:7][CH2:8][CH2:9][CH2:10][N:11]2[C:12](=[O:13])[c:14]3[cH:15][cH:16][cH:17][cH:18][c:19]3[C:20]2=[O:21])[CH2:2][CH2:3][CH2:4][CH2:5]1.[NH2:22][NH2:23]>>[N:1]1([CH2:6][CH2:7][CH2:8][CH2:9][CH2:10][NH2:11])[CH2:2][CH2:3][CH2:4][CH2:5]1. Starting materials: N#CC1CN1, CCOC(=O)c1ccc(C(=O)O)cc1, CCOCC, C(=NC1CCCCC1)=NC1CCCCC1. Yields the product CCOC(=O)c1ccc(C(=O)N2CC2C#N)cc1. Reaction SMILES: [C:30](#[N:31])[CH:32]1[NH:33][CH2:34]1.[CH2:16]([CH3:17])[O:18][C:19](=[O:20])[c:21]1[cH:22][cH:23][c:24]([C:25](=[O:26])[OH:27])[cH:28][cH:29]1.[CH3:35][CH2:36][O:37][CH2:38][CH3:39].[CH:1]1([N:2]=[C:3]=[N:4][CH:5]2[CH2:6][CH2:7][CH2:8][CH2:9][CH2:10]2)[CH2:11][CH2:12][CH2:13][CH2:14][CH2:15]1>>[CH2:16]([CH3:17])[O:18][C:19](=[O:20])[c:21]1[cH:22][cH:23][c:24]([C:25](=[O:27])[N:33]2[CH:32]([C:30]#[N:31])[CH2:34]2)[cH:28][cH:29]1. Reaction conditions: time 3 hour. Yield: 62.7%. Procedure details: A solution of ((2R,3S,5R)-5-(4-amino-2-oxopyrimidin-1(2H)-yl)-3-(((((2R,3S,4R,5R)-5-(6-amino-9H-purin-9-yl)-3,4-dihydroxytetrahydrofuran-2-yl)methoxy) (hydroxy)phosphoryl)oxy)tetrahydrofuran-2-yl)methyl dihydrogenphosphate (Compound 1h) (56 mg, 0.088 mmol) in water (1 ml) and a solution of (S)-5-azido-2-tert-butoxycarbonylamino-4-tert-butyldisulfanyl-pentanoic acid cyanomethyl ester (Compound 41) (110 mg, 0.263 mmol) in tetrahydrofuran (1 ml) were added to buffer A (29 mL), and the mixture was s... RXN SMILES: C([N+](CCCC)(CCCC)CCCC)CCC.[P:18]([O:22][CH2:23][C@@H:24]1[C@@H:28]([O:29][P:30]([O:33][CH2:34][C@@H:35]2[C@@H:39]([OH:40])[C@@H:38]([OH:41])[C@H:37]([N:42]3[CH:50]=[N:49][C:48]4[C:43]3=[N:44][CH:45]=[N:46][C:47]=4[NH2:51])[O:36]2)([OH:32])=[O:31])[CH2:27][C@H:26]([N:52]2[CH:57]=[CH:56][C:55]([NH2:58])=[N:54][C:53]2=[O:59])[O:25]1)([OH:21])([OH:20])=[O:19].C(C[O:63][C:64](=O)[C@@H:65]([NH:78][C:79]([O:81][C:82]([CH3:85])([CH3:84])[CH3:83])=[O:80])[CH2:66][CH:67]([S:72][S:73][C:74]([CH3:77])([CH3:76])[CH3:75])[CH2:68][N:69]=[N+:70]=[N-:71])#N>O.O1CCCC1>[N:69]([CH2:68][CH:67]([S:72][S:73][C:74]([CH3:77])([CH3:76])[CH3:75])[CH2:66][C@@H:65]([NH:78][C:79]([O:81][C:82]([CH3:83])([CH3:84])[CH3:85])=[O:80])[C:64]([O:40][C@H:39]1[C@@H:38]([OH:41])[C@H:37]([N:42]2[CH:50]=[N:49][C:48]3[C:43]2=[N:44][CH:45]=[N:46][C:47]=3[NH2:51])[O:36][C@H:35]1[CH2:34][O:33][P:30]([O:29][C@H:28]1[CH2:27][C@H:26]([N:52]2[CH:57]=[CH:56][C:55]([NH2:58])=[N:54][C:53]2=[O:59])[O:25][C@@H:24]1[CH2:23][O:22][P:18]([OH:21])([OH:20])=[O:19])([OH:32])=[O:31])=[O:63])=[N+:70]=[N-:71] |f:0.1|. Product: crude product, N(=[N+]=[N-])CC(C[C@H](C(=O)O[C@@H]1[C@@H](O[C@H]([C@@H]1O)N1C2=NC=NC(=C2N=C1)N)COP(=O)(O)O[C@@H]1[C@H](O[C@H](C1)N1C(N=C(C=C1)N)=O)COP(=O)(O)O)NC(=O)OC(C)(C)C)SSC(C)(C)C ((2S)-(2R,3S,4R,5R)-2-((((((2R,3S,5R)-5-(4-amino-2-oxopyrimidin-1(2H)-yl)-2-((phosphonooxy)methyl)tetrahydrofuran-3-yl)oxy)(hydroxy)phosphoryl)oxy)methyl)-5-(6-amino-9H-purin-9-yl)-4-hydroxytetrahydrofuran-3-yl 5-azido-2-((tert-butoxycarbonyl)amino)-4-(tert-butyldisulfanyl)pentanoate). Reactants: C(CCC)[N+](CCCC)(CCCC)CCCC.P(=O)(O)(O)OC[C@H]1O[C@H](C[C@@H]1OP(=O)(O)OC[C@H]1O[C@H]([C@@H]([C@@H]1O)O)N1C2=NC=NC(=C2N=C1)N)N1C(N=C(C=C1)N)=O (((2R,3S,5R)-5-(4-Amino-2-oxopyrimidin-1(2H)-yl)-3-(((((2R,3S,4R,5R)-5-(6-amino-9H-purin-9-yl)-3,4-dihydroxytetrahydrofuran-2-yl)methoxy)(hydroxy)phosphoryl)oxy)tetrahydrofuran-2-yl)methyl dihydrogenphosphate tetrabutylammonium salt), C(CCC)[N+](CCCC)(CCCC)CCCC.P(=O)(O)(O)OC[C@H]1O[C@H](C[C@@H]1OP(=O)(O)OC[C@H]1O[C@H]([C@@H]([C@@H]1O)O)N1C2=NC=NC(=C2N=C1)N)N1C(N=C(C=C1)N)=O (((2R,3S,5R)-5-(4-Amino-2-oxopyrimidin-1(2H)-yl)-3-(((((2R,3S,4R,5R)-5-(6-amino-9H-purin-9-yl)-3,4-dihydroxytetrahydrofuran-2-yl)methoxy)(hydroxy)phosphoryl)oxy)tetrahydrofuran-2-yl)methyl dihydrogenphosphate tetrabutylammonium salt), C(#N)COC([C@H](CC(CN=[N+]=[N-])SSC(C)(C)C)NC(=O)OC(C)(C)C)=O ((S)-5-azido-2-tert-butoxycarbonylamino-4-tert-butyldisulfanyl-pentanoic acid cyanomethyl ester), C(#N)COC([C@H](CC(CN=[N+]=[N-])SSC(C)(C)C)NC(=O)OC(C)(C)C)=O ((S)-5-azido-2-tert-butoxycarbonylamino-4-tert-butyldisulfanyl-pentanoic acid cyanomethyl ester). The solvent is O (water), O1CCCC1 (tetrahydrofuran).